This data is from the Open Reaction Database (ORD), a public repository of structured organic reaction records. The task is: describe an organic reaction: reactants, conditions, products, and yield The reactants are CC(C)(C)OC(=O)N1CCN(c2ccccc2OC2CN(C(c3ccccc3)c3ccccc3)C2)CC1, CO, O=C[O-], [NH4+]. The product is CC(C)(C)OC(=O)N1CCN(c2ccccc2OC2CNC2)CC1. Reaction SMILES: [C:1]([CH3:2])([CH3:3])([CH3:4])[O:5][C:6](=[O:7])[N:8]1[CH2:9][CH2:10][N:11]([c:14]2[c:15]([O:20][CH:21]3[CH2:22][N:23]([CH:25]([c:26]4[cH:27][cH:28][cH:29][cH:30][cH:31]4)[c:32]4[cH:33][cH:34][cH:35][cH:36][cH:37]4)[CH2:24]3)[cH:16][cH:17][cH:18][cH:19]2)[CH2:12][CH2:13]1.[CH3:42][OH:43].[CH:38]([O-:39])=[O:40].[NH4+:41]>>[C:1]([CH3:2])([CH3:3])([CH3:4])[O:5][C:6](=[O:7])[N:8]1[CH2:9][CH2:10][N:11]([c:14]2[c:15]([O:20][CH:21]3[CH2:22][NH:23][CH2:24]3)[cH:16][cH:17][cH:18][cH:19]2)[CH2:12][CH2:13]1.